From a dataset of the Open Reaction Database (ORD), a public repository of structured organic reaction records. describe an organic reaction: reactants, conditions, products, and yield Starting materials: CCN(CC)CCN1C(=O)C(=O)c2c(Br)cccc21, C1CCOC1, [Li]CCCC, [Cl-], [NH4+], c1ccc2sccc2c1. The product is CCN(CC)CCN1C(=O)C(O)(c2cc3ccccc3s2)c2c(Br)cccc21. As a reaction SMILES: [CH2:15]([CH3:16])[N:17]([CH2:18][CH2:19][N:20]1[C:21](=[O:22])[C:23](=[O:24])[c:25]2[c:26]([Br:31])[cH:27][cH:28][cH:29][c:30]21)[CH2:32][CH3:33].[CH2:36]1[O:37][CH2:38][CH2:39][CH2:40]1.[CH3:10][CH2:11][CH2:12][CH2:13][Li:14].[Cl-:34].[NH4+:35].[s:1]1[c:2]2[c:3]([cH:4][cH:5]1)[cH:6][cH:7][cH:8][cH:9]2>>[s:1]1[c:2]2[c:3]([cH:4][c:5]1[C:23]1([OH:24])[C:21](=[O:22])[N:20]([CH2:19][CH2:18][N:17]([CH2:15][CH3:16])[CH2:32][CH3:33])[c:30]3[c:25]1[c:26]([Br:31])[cH:27][cH:28][cH:29]3)[cH:6][cH:7][cH:8][cH:9]2. The reactants are OC=1C=C2CC(NC2=CC1)=O (5-hydroxyindolinone), CC(=O)C (acetone), N (ammonia). Run in C(C)O (ethanol). The product is OC=1C=C2C(CNC2=CC1)=C(C)C (5-Hydroxy-3-isopropylideneindoline). Yield: 94.0%. RXN SMILES: [OH:1][C:2]1[CH:3]=[C:4]2[C:8](=[CH:9][CH:10]=1)[NH:7][C:6](=O)[CH2:5]2.[CH3:12][C:13]([CH3:15])=O.N>C(O)C>[OH:1][C:2]1[CH:3]=[C:4]2[C:8](=[CH:9][CH:10]=1)[NH:7][CH2:6][C:5]2=[C:13]([CH3:15])[CH3:12]. Procedure details: A mixture of 20 g. 5-hydroxyindolinone, 80 ml. acetone and 80 ml. ethanol is saturated with gaseous ammonia and heated under reflux for 3 hours. After evaporation, the reaction mixture is filtered off with suction. There are obtained 27.7 g. of the title compound (94% of theory); m.p. 235° C. Isolated yield 95.9%. The reactants are NC=1C(=C(C(=O)OC)C(=CC1)Br)C (methyl 3-amino-6-bromo-2-methylbenzoate), ClN1C(CCC1=O)=O (N-chlorosuccinimide). Procedure details: To a solution of methyl 3-amino-6-bromo-2-methylbenzoate (960 mg, 3.93 mmol) in acetonitrile (40 mL) was added N-chlorosuccinimide (525 mg, 3.93 mmol) under ice-cooling, and the mixture was stirred at 60° C. for 15 hr. The reaction mixture was diluted with ethyl acetate, washed with saturated aqueous sodium hydrogen carbonate solution, and dried over anhydrous sodium sulfate. The solvent was evaporated under reduced pressure, and the residue was purified by silica gel column chromatography (ethy... Conditions: temperature 60 celsius, time 15 hour. The solvent is C(C)(=O)OCC (ethyl acetate), C(C)#N (acetonitrile). RXN SMILES: [NH2:1][C:2]1[C:3]([CH3:13])=[C:4]([C:9]([Br:12])=[CH:10][CH:11]=1)[C:5]([O:7][CH3:8])=[O:6].[Cl:14]N1C(=O)CCC1=O>C(#N)C.C(OCC)(=O)C>[NH2:1][C:2]1[C:3]([CH3:13])=[C:4]([C:9]([Br:12])=[C:10]([Cl:14])[CH:11]=1)[C:5]([O:7][CH3:8])=[O:6]. Yields the product NC=1C(=C(C(=O)OC)C(=C(C1)Cl)Br)C (methyl 3-amino-6-bromo-5-chloro-2-methylbenzoate).